From a dataset of the Open Reaction Database (ORD), a public repository of structured organic reaction records. describe an organic reaction: reactants, conditions, products, and yield Starting materials: N#Cc1cccc(C(Br)c2ccc(Cl)cc2)c1, CC#N, CCN(C(C)C)C(C)C, CC(C)(C)C(=C1CNC1)c1cc(F)cc(F)c1. Product: CC(C)(C)C(=C1CN(C(c2ccc(Cl)cc2)c2cccc(C#N)c2)C1)c1cc(F)cc(F)c1. RXN SMILES: [Br:1][CH:2]([c:3]1[cH:4][c:5]([C:6]#[N:7])[cH:8][cH:9][cH:10]1)[c:11]1[cH:12][cH:13][c:14]([Cl:17])[cH:15][cH:16]1.[CH3:44][C:45]#[N:46].[CH:35]([N:36]([CH2:37][CH3:38])[CH:39]([CH3:40])[CH3:41])([CH3:42])[CH3:43].[F:18][c:19]1[cH:20][c:21]([C:26]([C:27]([CH3:28])([CH3:29])[CH3:30])=[C:31]2[CH2:32][NH:33][CH2:34]2)[cH:22][c:23]([F:25])[cH:24]1>>[CH:2]([c:3]1[cH:4][c:5]([C:6]#[N:7])[cH:8][cH:9][cH:10]1)([c:11]1[cH:12][cH:13][c:14]([Cl:17])[cH:15][cH:16]1)[N:33]1[CH2:32][C:31](=[C:26]([c:21]2[cH:20][c:19]([F:18])[cH:24][c:23]([F:25])[cH:22]2)[C:27]([CH3:28])([CH3:29])[CH3:30])[CH2:34]1. Starting materials: S(O)(O)(=O)=O (sulfuric acid), CC1=CC=C(C=C1)C(=O)C (4-methylacetophenone), [N+](=O)(O)[O-] (nitric acid), S(O)(O)(=O)=O (sulfuric acid). Reaction conditions: time 30 minute. The product is CC1=C(C=C(C=C1)C(=O)C)[N+](=O)[O-] (4-methyl-3-nitroacetophenone). RXN SMILES: S(=O)(=O)(O)O.[CH3:6][C:7]1[CH:12]=[CH:11][C:10]([C:13]([CH3:15])=[O:14])=[CH:9][CH:8]=1.[N+:16]([O-])([OH:18])=[O:17]>>[CH3:6][C:7]1[CH:12]=[CH:11][C:10]([C:13]([CH3:15])=[O:14])=[CH:9][C:8]=1[N+:16]([O-:18])=[O:17]. Reported procedure: To 250 ml of cold (-20° C.) concentrated sulfuric acid is added with stirring 4-methylacetophenone (40 g, 300 mmoles). When the first addition is complete, a mixture of 25.5 ml (36.3 g, 300 mmoles) of 70% nitric acid and 300 g of 20% fuming sulfuric acid is added dropwise over 40 minutes. The temperature remains below -15° C. The mixture is stirred for an additional 30 minutes and then poured onto ice. The solids are filtered, washed with water and then with hexane. The solids are dissolved in d...